This data is from the Open Reaction Database (ORD), a public repository of structured organic reaction records. The task is: describe an organic reaction: reactants, conditions, products, and yield The reactants are OCCOC1=C(C(=NC=N1)NS(=O)(=O)C1=CC=C(C=C1)C=C)CC1=C(C=CC=C1)OC (N-[6-(2-hydroxyethoxy)-5-(o-methoxybenzyl)-4-pyrimidinyl]-p-vinylbenzenesulfonamide), O1CCCC=C1 (3,4-dihydro-2H-pyran). The reagents and catalysts are FC(C(=O)O)(F)F (trifluoroacetic acid). Run in O1CCCC1 (tetrahydrofuran). The product is COC1=C(CC=2C(=NC=NC2OCCOC2OCCCC2)NS(=O)(=O)C2=CC=C(C=C2)C=C)C=CC=C1 (rac-N-[5-(o-methoxybenzyl)-6-[2-[(tetrahydro-2H-pyran-2-yl)oxy]ethoxy]-4-pyrimidinyl]-p-vinylbenzenesulfonamide). As a reaction SMILES: [OH:1][CH2:2][CH2:3][O:4][C:5]1[N:10]=[CH:9][N:8]=[C:7]([NH:11][S:12]([C:15]2[CH:20]=[CH:19][C:18]([CH:21]=[CH2:22])=[CH:17][CH:16]=2)(=[O:14])=[O:13])[C:6]=1[CH2:23][C:24]1[CH:29]=[CH:28][CH:27]=[CH:26][C:25]=1[O:30][CH3:31].[O:32]1[CH:37]=[CH:36][CH2:35][CH2:34][CH2:33]1>O1CCCC1.FC(F)(F)C(O)=O>[CH3:31][O:30][C:25]1[CH:26]=[CH:27][CH:28]=[CH:29][C:24]=1[CH2:23][C:6]1[C:7]([NH:11][S:12]([C:15]2[CH:16]=[CH:17][C:18]([CH:21]=[CH2:22])=[CH:19][CH:20]=2)(=[O:13])=[O:14])=[N:8][CH:9]=[N:10][C:5]=1[O:4][CH2:3][CH2:2][O:1][CH:33]1[CH2:34][CH2:35][CH2:36][CH2:37][O:32]1. Procedure: A solution of 110 mg of N-[6-(2-hydroxyethoxy)-5-(o-methoxybenzyl)-4-pyrimidinyl]-p-vinylbenzenesulfonamide in 3 ml of absolute tetrahydrofuran was treated with 0.3 ml of 3,4-dihydro-2H-pyran and 4 drops of trifluoroacetic acid. After boiling under reflux overnight, the solvent was distilled under reduced pressure and the residue was chromatographed on silica gel with methylene chloride/ethyl acetate (9:1). There were obtained 100 mg of rac-N-[5-(o-methoxybenzyl)-6-[2-[(tetrahydro-2H-pyran-2-yl)... Starting materials: CC(C)(C)CS(=O)(=O)N1CCCC(NC(=O)Nc2cnc3c(ccn3COCC[Si](C)(C)C)n2)C1, CC(=O)O, Cl, NCCN, O. RXN SMILES: [CH3:1][C:2]([CH2:3][S:4](=[O:5])(=[O:6])[N:7]1[CH2:8][CH:9]([NH:13][C:14](=[O:15])[NH:16][c:17]2[n:18][c:19]3[c:20]([n:21][cH:22]2)[n:23]([CH2:26][O:27][CH2:28][CH2:29][Si:30]([CH3:31])([CH3:32])[CH3:33])[cH:24][cH:25]3)[CH2:10][CH2:11][CH2:12]1)([CH3:34])[CH3:35].[CH3:42][C:43](=[O:44])[OH:45].[ClH:41].[NH2:37][CH2:38][CH2:39][NH2:40].[OH2:36]>>[CH3:1][C:2]([CH2:3][S:4](=[O:5])(=[O:6])[N:7]1[CH2:8][CH:9]([NH:13][C:14](=[O:15])[NH:16][c:17]2[n:18][c:19]3[c:20]([n:21][cH:22]2)[nH:23][cH:24][cH:25]3)[CH2:10][CH2:11][CH2:12]1)([CH3:34])[CH3:35]. Yields the product CC(C)(C)CS(=O)(=O)N1CCCC(NC(=O)Nc2cnc3[nH]ccc3n2)C1. The reactants are C(CCC)OC(=O)[C@H]1CN(C(O1)=O)C1=CC(=C(C(=C1)F)N1CCC(C=C1)=O)F ((5R)-3-[3,5-difluoro-4-(4-oxo-3,4-dihydro-2H-pyridin-1-yl)phenyl]-2-oxo-5-oxazolidinecarboxylic acid butyl ester), CO (MeOH), N (NH3). Solvent: solution. Reaction conditions: time 3 hour. The product is O=C1CCN(C=C1)C1=C(C=C(C=C1F)N1C(O[C@H](C1)C(=O)N)=O)F ((5R)-3-[4-(4-oxo-3,4-dihydro-1(2H)-pyridinyl)-3,5-difluorophenyl]-2-oxo-5-oxazolidinecarboxamide), solid. The yield is 82.0%. Reaction SMILES: C([O:5][C:6]([C@@H:8]1[O:12][C:11](=[O:13])[N:10]([C:14]2[CH:19]=[C:18]([F:20])[C:17]([N:21]3[CH:26]=[CH:25][C:24](=[O:27])[CH2:23][CH2:22]3)=[C:16]([F:28])[CH:15]=2)[CH2:9]1)=O)CCC.CO.[NH3:31]>>[O:27]=[C:24]1[CH:25]=[CH:26][N:21]([C:17]2[C:16]([F:28])=[CH:15][C:14]([N:10]3[CH2:9][C@H:8]([C:6]([NH2:31])=[O:5])[O:12][C:11]3=[O:13])=[CH:19][C:18]=2[F:20])[CH2:22][CH2:23]1. Procedure: (5R)-3-[3,5-Difluoro-4-(4-oxo-3,4-dihydro-2H-pyridin-1-yl)phenyl]-2-oxo-5-oxazolidinecarboxylic acid butyl ester (Step 5, 200 mg, 0.50 mmol) is dissolved in a 2M solution of NH3 in MeOH (4 mL, 8 mmol). The resulting solution is stirred at room temperature for 3 h at which time the reaction mixture is concentrated under reduced pressure. The residue is washed with ether to give the title compound as an off white solid (139 mg, 82%), 1H NMR (300 MHz, DMSO) δ 7.89 (br s, 1H), 7.64 (br s, 1H), 7.54–...